This data is from the Open Reaction Database (ORD), a public repository of structured organic reaction records. The task is: describe an organic reaction: reactants, conditions, products, and yield Starting materials: ice water, FC=1C=C2C(=C(CC2=CC1)C)CC(=O)O (5-fluoro-2-methyl-3-indenyl-acetic acid), COC=1C=C(C=O)C=C(C1OC)OC (3,4,5-trimethoxybenzaldehyde), C[O-].[Na+] (sodium methoxide), Cl (hydrochloric acid). Run in CO (methanol). Conditions: time 6 hour. Yields the product FC=1C=C2C(=C(/C(/C2=CC1)=C/C1=CC(=C(C(=C1)OC)OC)OC)C)CC(=O)O ((Z)-5-fluoro-2-methyl-1-(3,4,5-trimethoxybenzylidene)-3-indenyl-acetic acid). As a reaction SMILES: [F:1][C:2]1[CH:3]=[C:4]2[C:8](=[CH:9][CH:10]=1)[CH2:7][C:6]([CH3:11])=[C:5]2[CH2:12][C:13]([OH:15])=[O:14].[CH3:16][O:17][C:18]1[CH:19]=[C:20]([CH:23]=[C:24]([O:28][CH3:29])[C:25]=1[O:26][CH3:27])[CH:21]=O.C[O-].[Na+].Cl>CO>[F:1][C:2]1[CH:3]=[C:4]2[C:8](=[CH:9][CH:10]=1)/[C:7](=[CH:21]\[C:20]1[CH:23]=[C:24]([O:28][CH3:29])[C:25]([O:26][CH3:27])=[C:18]([O:17][CH3:16])[CH:19]=1)/[C:6]([CH3:11])=[C:5]2[CH2:12][C:13]([OH:15])=[O:14] |f:2.3|. Procedure: 5-fluoro-2-methyl-3-indenyl-acetic acid (15 g, 0.072 mol), 3,4,5-trimethoxybenzaldehyde (17.85 g, 0.091 mol) and sodium methoxide (13.0 g, 0.24 mol) are heated in methanol (200 ml) at 60° C. under nitrogen with stirring for 6 hours. After cooling, the reaction mixture is poured into 750 ml of ice-water, and is acidified with 2.5 N hydrochloric acid. The collected solid is triturated with a little ether to produce (Z)-5-fluoro-2-methyl-1-(3,4,5-trimethoxybenzylidene)-3-indenyl-acetic acid (m.p. 1... Starting materials: 5.2, S(=O)(O)[O-].[Na+] (sodium hydrogensulfite), NC1=NC=C(C=C1C=O)C=1C=NN(C1)CC(N1CCCCC1)=O (2-amino-5-[1-(2-oxo-2-piperidin-1-ylethyl)-1H-pyrazol-4-yl]pyridine-3-carbaldehyde), NC=1C=C(C=CC1N)C=1C(CC(NN1)=O)C (6-(3,4-diaminophenyl)-5-methyl-4,5-dihydro-2H-pyridazin-3-one), O (water). Solvent: CN(C)C=O (DMF). Product: NC1=NC=C(C=C1C=1NC2=C(N1)C=CC(=C2)C=2C(CC(NN2)=O)C)C=2C=NN(C2)CC(N2CCCCC2)=O (6-(2-{2-amino-5-[1-(2-oxo-2-piperidin-1-ylethyl)-1H-pyrazol-4-yl]pyridin-3-yl}-3H-benzimidazol-5-yl)-5-methyl-4,5-dihydro-2H-pyridazin-3-one). RXN SMILES: S([O-])(O)=O.[Na+].[NH2:6][C:7]1[C:12]([CH:13]=O)=[CH:11][C:10]([C:15]2[CH:16]=[N:17][N:18]([CH2:20][C:21](=[O:28])[N:22]3[CH2:27][CH2:26][CH2:25][CH2:24][CH2:23]3)[CH:19]=2)=[CH:9][N:8]=1.[NH2:29][C:30]1[CH:31]=[C:32]([C:37]2[CH:38]([CH3:44])[CH2:39][C:40](=[O:43])[NH:41][N:42]=2)[CH:33]=[CH:34][C:35]=1[NH2:36].O>CN(C=O)C>[NH2:6][C:7]1[C:12]([C:13]2[NH:29][C:30]3[CH:31]=[C:32]([C:37]4[CH:38]([CH3:44])[CH2:39][C:40](=[O:43])[NH:41][N:42]=4)[CH:33]=[CH:34][C:35]=3[N:36]=2)=[CH:11][C:10]([C:15]2[CH:16]=[N:17][N:18]([CH2:20][C:21](=[O:28])[N:22]3[CH2:27][CH2:26][CH2:25][CH2:24][CH2:23]3)[CH:19]=2)=[CH:9][N:8]=1 |f:0.1|. Procedure: 5.2 110.07 μl (0.558 mmol) of 38-40% sodium hydrogensulfite solution are added to a solution of 70 mg (0.223 mmol) of 2-amino-5-[1-(2-oxo-2-piperidin-1-ylethyl)-1H-pyrazol-4-yl]pyridine-3-carbaldehyde and 58.51 mg (0.268 mmol) of 6-(3,4-diaminophenyl)-5-methyl-4,5-dihydro-2H-pyridazin-3-one in 3 ml DMF, and the mixture is irradiated with microwaves for 30 min at 120° C. in the Biotage SmithSynthesizer. The reaction mixture is cooled to room temperature, and water is added. The precipitate is fil... The reactants are CC(C)([O-])C.[K+] (potassium t-butoxide), C1(=CC=CC=C1)C1(C(NCC1)=O)C1=CC=CC=C1 (3,3-diphenylpyrrolidin-2-one), FC(C=1C=C(C=CC1)S(=O)(=O)Cl)(F)F (3-(trifluoromethyl)benzene-1-sulfonyl chloride). Run in O1CCCC1 (tetrahydrofuran). Run at time 15 minute. Yields the product C1(=CC=CC=C1)C1(C(N(CC1)S(=O)(=O)C1=CC(=CC=C1)C(F)(F)F)=O)C1=CC=CC=C1 (3,3-diphenyl-1-{[3-(trifluoromethyl)phenyl]sulfonyl}pyrrolidin-2-one). Reaction SMILES: [C:1]1([C:7]2([C:13]3[CH:18]=[CH:17][CH:16]=[CH:15][CH:14]=3)[CH2:11][CH2:10][NH:9][C:8]2=[O:12])[CH:6]=[CH:5][CH:4]=[CH:3][CH:2]=1.CC(C)([O-])C.[K+].[F:25][C:26]([F:38])([F:37])[C:27]1[CH:28]=[C:29]([S:33](Cl)(=[O:35])=[O:34])[CH:30]=[CH:31][CH:32]=1>O1CCCC1>[C:13]1([C:7]2([C:1]3[CH:6]=[CH:5][CH:4]=[CH:3][CH:2]=3)[CH2:11][CH2:10][N:9]([S:33]([C:29]3[CH:30]=[CH:31][CH:32]=[C:27]([C:26]([F:25])([F:37])[F:38])[CH:28]=3)(=[O:35])=[O:34])[C:8]2=[O:12])[CH:14]=[CH:15][CH:16]=[CH:17][CH:18]=1 |f:1.2|. Reported procedure: To a solution of 3,3-diphenylpyrrolidin-2-one (Example 1A, 0.237 g, 1.0 mmol) dissolved in tetrahydrofuran (10 mL) was added potassium t-butoxide (1.0 M in tetrahydrofuran, 1.5 mL, 1.5 mmol) under nitrogen. The reaction mixture was stirred for 15 minutes, and then 3-(trifluoromethyl)benzene-1-sulfonyl chloride (0.294 g, 1.2 mmol) was added. The reaction mixture was stirred for 4 hours at room temperature. The reaction mixture was concentrated and then diluted with ethyl acetate and water. The or... Reactants: CCOC(=O)CC#N, Cc1ccccc1, O=C(Oc1ccc([N+](=O)[O-])cc1)c1cccnc1Nc1cccc(C(F)(F)F)c1, [H-], [Na+]. The product is CCOC(=O)C(C#N)C(=O)c1cccnc1Nc1cccc(C(F)(F)F)c1. As a reaction SMILES: [C:3](#[N:4])[CH2:5][C:6](=[O:7])[O:8][CH2:9][CH3:10].[CH3:40][c:41]1[cH:42][cH:43][cH:44][cH:45][cH:46]1.[F:11][C:12]([c:13]1[cH:14][c:15]([NH:19][c:20]2[c:21]([C:22](=[O:23])[O:24][c:25]3[cH:26][cH:27][c:28]([N+:29]([O-:30])=[O:31])[cH:32][cH:33]3)[cH:34][cH:35][cH:36][n:37]2)[cH:16][cH:17][cH:18]1)([F:38])[F:39].[H-:2].[Na+:1]>>[C:3](#[N:4])[CH:5]([C:6](=[O:7])[O:8][CH2:9][CH3:10])[C:22]([c:21]1[c:20]([NH:19][c:15]2[cH:14][c:13]([C:12]([F:11])([F:38])[F:39])[cH:18][cH:17][cH:16]2)[n:37][cH:36][cH:35][cH:34]1)=[O:23].